Dataset: the Open Reaction Database (ORD), a public repository of structured organic reaction records. Task: describe an organic reaction: reactants, conditions, products, and yield Reactants: O=C([O-])[O-], COC(=O)c1cc(Cl)nc(Br)c1N, CB1OB(C)OB(C)O1, [K+], [K+], C1COCCO1, O. Product: COC(=O)c1cc(Cl)nc(C)c1N. As a reaction SMILES: [C:14](=[O:15])([O-:16])[O-:17].[CH3:1][O:2][C:3]([c:4]1[c:5]([NH2:12])[c:6]([Br:11])[n:7][c:8]([Cl:10])[cH:9]1)=[O:13].[CH3:20][B:21]1[O:22][B:23]([CH3:24])[O:25][B:26]([CH3:27])[O:28]1.[K+:18].[K+:19].[O:30]1[CH2:31][CH2:32][O:33][CH2:34][CH2:35]1.[OH2:29]>>[CH3:1][O:2][C:3]([c:4]1[c:5]([NH2:12])[c:6]([CH3:14])[n:7][c:8]([Cl:10])[cH:9]1)=[O:13]. Reactants: CCOC(=O)c1cn2c3c(cccc13)CCC2C1CCCC1, CCO, Cl, [Na+], [OH-], O. The product is O=C(O)c1cn2c3c(cccc13)CCC2C1CCCC1. As a reaction SMILES: [CH2:1]([CH3:2])[O:3][C:4](=[O:5])[c:6]1[cH:7][n:8]2[c:17]3[c:12]([cH:13][cH:14][cH:15][c:16]13)[CH2:11][CH2:10][CH:9]2[CH:18]1[CH2:19][CH2:20][CH2:21][CH2:22]1.[CH3:27][CH2:28][OH:29].[ClH:25].[Na+:24].[OH-:23].[OH2:26]>>[O:3]=[C:4]([OH:5])[c:6]1[cH:7][n:8]2[c:17]3[c:12]([cH:13][cH:14][cH:15][c:16]13)[CH2:11][CH2:10][CH:9]2[CH:18]1[CH2:19][CH2:20][CH2:21][CH2:22]1. The solvent is COCCOC (DME). The reactants are NC1=NC(=C(C(=N1)C=1OC=CC1)C#N)S(=O)C (2-amino-4-furan-2-yl-6-methanesulfinyl-pyrimidine-5-carbonitrile), COC1=C(CN)C=CC=C1 (2-methoxybenzylamine). Procedure: From 2-amino-4-furan-2-yl-6-methanesulfinyl-pyrimidine-5-carbonitrile and 2-methoxybenzylamine in DME. ES-MS m/e (%): 322 (M+H+, 100). Reaction SMILES: [NH2:1][C:2]1[N:7]=[C:6]([C:8]2[O:9][CH:10]=[CH:11][CH:12]=2)[C:5]([C:13]#[N:14])=[C:4](S(C)=O)[N:3]=1.[CH3:18][O:19][C:20]1[CH:27]=[CH:26][CH:25]=[CH:24][C:21]=1[CH2:22][NH2:23]>COCCOC>[NH2:1][C:2]1[N:7]=[C:6]([C:8]2[O:9][CH:10]=[CH:11][CH:12]=2)[C:5]([C:13]#[N:14])=[C:4]([NH:23][CH2:22][C:21]2[CH:24]=[CH:25][CH:26]=[CH:27][C:20]=2[O:19][CH3:18])[N:3]=1. Yields the product NC1=NC(=C(C(=N1)C=1OC=CC1)C#N)NCC1=C(C=CC=C1)OC (2-Amino-4-furan-2-yl-6-(2-methoxy-benzylamino)-pyrimidine-5-carbonitrile). The reactants are COC=1C(=CC2=C(C(=NCC(N2)=O)C2=CC=CC=C2)C1)OC (7,8-dimethoxy-5-phenyl-1,3-dihydro-1,4-benzodiazepin-2-one), atmosphere, [H-].[Na+] (NaH), C1(OCCO1)=O (ethylene carbonate), O (H2O). The solvent is CN(C)C=O (DMF). Run at time 1 hour. The product is COC=1C(=CC2=C(C(=NCC(N2CCO)=O)C2=CC=CC=C2)C1)OC (7,8-dimethoxy-1-(2-hydroxyethyl)-5-phenyl-1,3-dihydro-2H-1,4-benzodiazepin-2-one). Yield: 40.0%. Reaction SMILES: [CH3:1][O:2][C:3]1[C:4]([O:21][CH3:22])=[CH:5][C:6]2[NH:12][C:11](=[O:13])[CH2:10][N:9]=[C:8]([C:14]3[CH:19]=[CH:18][CH:17]=[CH:16][CH:15]=3)[C:7]=2[CH:20]=1.[H-].[Na+].C1(=O)O[CH2:28][CH2:27][O:26]1.O>CN(C=O)C>[CH3:1][O:2][C:3]1[C:4]([O:21][CH3:22])=[CH:5][C:6]2[N:12]([CH2:28][CH2:27][OH:26])[C:11](=[O:13])[CH2:10][N:9]=[C:8]([C:14]3[CH:19]=[CH:18][CH:17]=[CH:16][CH:15]=3)[C:7]=2[CH:20]=1 |f:1.2|. Reported procedure: To a solution of 150 mg (0.50 mmol) of 7,8-dimethoxy-5-phenyl-1,3-dihydro-1,4-benzodiazepin-2-one XXIIaa in 5 ml of DMF, add at 0° C. under an inert atmosphere 21 mg (0.52 mmol) of 60% NaH in oil. Stir at room temperature for 1 hour. Add at 0° C., 53 mg (0.60 mmol) of ethylene carbonate. Stir at room temperature overnight. Add 50 ml of H2O and extract three times with 50 ml of AcOEt; dry on MgSO4, evaporate the AcOEt and purify by silica chromatography (AcOEt 3/hexane 1, then AcOEt). Recrystalli... The reactants are O=C(Cl)CCCCCBr, CC(C)(C)O. Product: CC(C)(C)OC(=O)CCCCCBr. As a reaction SMILES: [Br:1][CH2:2][CH2:3][CH2:4][CH2:5][CH2:6][C:7](=[O:8])[Cl:9].[C:10]([CH3:11])([CH3:12])([CH3:13])[OH:14]>>[Br:1][CH2:2][CH2:3][CH2:4][CH2:5][CH2:6][C:7](=[O:8])[O:14][C:10]([CH3:11])([CH3:12])[CH3:13]. The reactants are CC(C)c1ccc(C(=O)CBr)cc1, O=C([O-])[O-], Cc1cc(O)cc(C)c1C, CC#N, [K+], [K+], O. The product is Cc1cc(OCC(=O)c2ccc(C(C)C)cc2)cc(C)c1C. Reaction SMILES: [Br:1][CH2:2][C:3](=[O:4])[c:5]1[cH:6][cH:7][c:8]([CH:11]([CH3:12])[CH3:13])[cH:9][cH:10]1.[C:24](=[O:25])([O-:26])[O-:27].[CH3:14][c:15]1[cH:16][c:17]([OH:23])[cH:18][c:19]([CH3:22])[c:20]1[CH3:21].[CH3:31][C:32]#[N:33].[K+:28].[K+:29].[OH2:30]>>[CH2:2]([C:3](=[O:4])[c:5]1[cH:6][cH:7][c:8]([CH:11]([CH3:12])[CH3:13])[cH:9][cH:10]1)[O:23][c:17]1[cH:16][c:15]([CH3:14])[c:20]([CH3:21])[c:19]([CH3:22])[cH:18]1. Reactants: CCO, O=C(O)C(Cl)CCc1ccc(-c2ccccc2Cl)cc1, [Na+], N#C[S-]. Product: N#CSC(CCc1ccc(-c2ccccc2Cl)cc1)C(=O)O. As a reaction SMILES: [CH3:25][CH2:26][OH:27].[Cl:5][CH:6]([C:7](=[O:8])[OH:9])[CH2:10][CH2:11][c:12]1[cH:13][cH:14][c:15](-[c:18]2[c:19]([Cl:24])[cH:20][cH:21][cH:22][cH:23]2)[cH:16][cH:17]1.[Na+:1].[S-:2][C:3]#[N:4]>>[S:2]([C:3]#[N:4])[CH:6]([C:7](=[O:8])[OH:9])[CH2:10][CH2:11][c:12]1[cH:13][cH:14][c:15](-[c:18]2[c:19]([Cl:24])[cH:20][cH:21][cH:22][cH:23]2)[cH:16][cH:17]1.